This data is from the Open Reaction Database (ORD), a public repository of structured organic reaction records. The task is: describe an organic reaction: reactants, conditions, products, and yield The reactants are SC1=CC=C(C=C1)C(=O)O (4-mercaptobenzenecarboxylic acid), Cl.ClCC1=NC=CC=C1 (2-chloromethylpyridine hydrochloride), C([O-])([O-])=O.[K+].[K+] (potassium carbonate). Run in C(C)O.O (ethanol water). The product is N1=C(C=CC=C1)CSC1=CC=C(C=C1)C(=O)O (4-(pyridin-2-ylmethylsulfanyl)benzenecarboxylic acid). Yield: 40.9%. Reaction SMILES: [SH:1][C:2]1[CH:7]=[CH:6][C:5]([C:8]([OH:10])=[O:9])=[CH:4][CH:3]=1.Cl.Cl[CH2:13][C:14]1[CH:19]=[CH:18][CH:17]=[CH:16][N:15]=1.C(=O)([O-])[O-].[K+].[K+]>C(O)C.O>[N:15]1[CH:16]=[CH:17][CH:18]=[CH:19][C:14]=1[CH2:13][S:1][C:2]1[CH:7]=[CH:6][C:5]([C:8]([OH:10])=[O:9])=[CH:4][CH:3]=1 |f:1.2,3.4.5,6.7|. Reported procedure: An ethanol/water mixed solution (2/1, 60 mL) of 4-mercaptobenzenecarboxylic acid (1.0 g), 2-chloromethylpyridine hydrochloride (2.1 g) and potassium carbonate (4.5 g) was heated under reflux for 4 hours. The organic solvent was evaporated off under reduced pressure, and aqueous 5 N hydrochloric acid solution was added to the residue until it became acidic. Water was evaporated off under reduced pressure, and DMF was added to the resulting residue and filtered. The filtrate was concentrated under...